This data is from the Open Reaction Database (ORD), a public repository of structured organic reaction records. The task is: describe an organic reaction: reactants, conditions, products, and yield Reaction SMILES: [C:1]([N:4]1[CH2:9][CH2:8][CH2:7][CH2:6][CH2:5]1)(=[O:3])[CH3:2].P(Cl)(Cl)([Cl:12])=O.[Br:15][C:16]1[C:17]([O:28][CH:29]([CH3:31])[CH3:30])=[C:18]([C:23]2[NH:24][CH:25]=[CH:26][CH:27]=2)[CH:19]=[C:20]([Br:22])[CH:21]=1.[BH4-].[Na+]>ClCCCl.CO.O>[OH2:3].[ClH:12].[Br:15][C:16]1[C:17]([O:28][CH:29]([CH3:31])[CH3:30])=[C:18]([C:23]2[NH:24][C:25]([CH:1]([N:4]3[CH2:9][CH2:8][CH2:7][CH2:6][CH2:5]3)[CH3:2])=[CH:26][CH:27]=2)[CH:19]=[C:20]([Br:22])[CH:21]=1.[Br:15][C:16]1[C:17]([O:28][CH:29]([CH3:31])[CH3:30])=[C:18]([C:23]2[NH:24][C:25]([CH:1]([N:4]3[CH2:9][CH2:8][CH2:7][CH2:6][CH2:5]3)[CH3:2])=[CH:26][CH:27]=2)[CH:19]=[C:20]([Br:22])[CH:21]=1.[ClH:12] |f:3.4,8.9.10.11.12|. Procedure details: To 1-acetylpiperidine (0.36 ml) under argon was added phosphorous oxychloride (0.26 ml) at room temperature. The mixture was stirred at room temperature for 50 minutes and 1,2-dichloroethane (5 ml) was added. The solution was cooled to 5° C. and 2-(3,5-dibromo-2-isopropoxyphenyl)-1H-pyrrole (D7) (0.52 g) in 1,2-dichloroethane (5 ml) was added in one portion. The mixture was stirred at 5°-10° C. for 20 minutes and was then stirred at room temperature for 22 hrs. The mixture was cooled in an ice b... The reactants are [BH4-].[Na+] (sodium borohydride), C(C)(=O)N1CCCCC1 (1-acetylpiperidine), P(=O)(Cl)(Cl)Cl (phosphorous oxychloride), BrC=1C(=C(C=C(C1)Br)C=1NC=CC1)OC(C)C (2-(3,5-Dibromo-2-isopropoxyphenyl)-1H-pyrrole). Reaction conditions: time 50 minute. Run in O (water), ClCCCl (1,2-dichloroethane), CO (MeOH), ClCCCl (1,2-dichloroethane). Yields the product O.Cl.BrC=1C(=C(C=C(C1)Br)C=1NC(=CC1)C(C)N1CCCCC1)OC(C)C.BrC=1C(=C(C=C(C1)Br)C=1NC(=CC1)C(C)N1CCCCC1)OC(C)C.Cl (2-(3,5-Dibromo-2-isopropoxyphenyl)-5-[1-(1-piperidinyl)-ethyl]-1H-pyrrole hydrochloride hemihydrate). The reactants are COC1=CC=2CCN3C([C@H]4CCCN([C@H]4C[C@H]3C2C=C1)S(=O)(=O)C)=O ((8aS,12aS,13aS)-3-methoxy-12-methanesulfonyl-5,6,8a,9,10,11,12,12a, 13,13a-decahydroisoquino[2,1-g][1,6]naphthyridin-8-one), [BH4-].[Na+] (sodium borohydride), Cl (hydrochloric acid), B(F)(F)F.CCOCC (boron trifluoride etherate). The solvent is O1CCCC1 (tetrahydrofuran). Conditions: temperature 20 celsius, time 10 minute. Yields the product Cl.COC1=CC=2CCN3C[C@H]4CCCN([C@H]4C[C@H]3C2C=C1)S(=O)(=O)C ((8aR,12aS,13aS)-3-methoxy-12-methanesulfonyl-5,6,8a,9,10,11,12,12a,13,13a-decahydro-8H-isoquino[2,1-g][1,6]naphthyridine hydrochloride). RXN SMILES: [CH3:1][O:2][C:3]1[CH:20]=[CH:19][C:18]2[C@H:17]3[N:8]([C:9](=O)[C@@H:10]4[C@H:15]([CH2:16]3)[N:14]([S:21]([CH3:24])(=[O:23])=[O:22])[CH2:13][CH2:12][CH2:11]4)[CH2:7][CH2:6][C:5]=2[CH:4]=1.[BH4-].[Na+].B(F)(F)F.CCOCC.[ClH:37]>O1CCCC1>[ClH:37].[CH3:1][O:2][C:3]1[CH:20]=[CH:19][C:18]2[C@H:17]3[N:8]([CH2:9][C@@H:10]4[C@H:15]([CH2:16]3)[N:14]([S:21]([CH3:24])(=[O:23])=[O:22])[CH2:13][CH2:12][CH2:11]4)[CH2:7][CH2:6][C:5]=2[CH:4]=1 |f:1.2,3.4,7.8|. Reported procedure: A slurry of 4.894 Kg of (8aS,12aS,13aS)-3-methoxy-12-methanesulfonyl-5,6,8a,9,10,11,12,12a, 13,13a-decahydroisoquino[2,1-g][1,6]naphthyridin-8-one (7) in 60 Kg of tetrahydrofuran was stirred with 1.103 Kg of sodium borohydride at about 10° C. This mixture was maintained at 10° C. while 5.836 Kg of boron trifluoride etherate was added. Upon completion of the addition the reaction mixture was refluxed for 30 minutes, cooled to 20° C., and 67 litres of 1N hydrochloric acid added cautiously. The maj... Reactants: CCOC(C)=O, CN(C(=O)c1ccc2nonc2c1)C1CCNCC1, ClCCl. Product: CN1CCC(N(C)C(=O)c2ccc3nonc3c2)CC1. As a reaction SMILES: [C:23]([O:24][CH2:25][CH3:26])(=[O:27])[CH3:28].[CH3:1][N:2]([C:3](=[O:4])[c:5]1[cH:6][c:7]2[c:8]([n:9][o:10][n:11]2)[cH:12][cH:13]1)[CH:14]1[CH2:15][CH2:16][NH:17][CH2:18][CH2:19]1.[Cl:20][CH2:21][Cl:22]>>[CH3:1][N:2]([C:3](=[O:4])[c:5]1[cH:6][c:7]2[c:8]([n:9][o:10][n:11]2)[cH:12][cH:13]1)[CH:14]1[CH2:15][CH2:16][N:17]([CH3:21])[CH2:18][CH2:19]1. Reactants: [OH-].[K+] (potassium hydroxide), N1C(CCCC1)=O (2-piperidone), ICC(C)C (iodoisobutane). Reagents/catalysts: [Br-].C(CCC)[N+](CCCC)(CCCC)CCCC (tetrabutylammonium bromide). The solvent is C1(=CC=CC=C1)C (toluene), C1(=CC=CC=C1)C (toluene). Yields the product C(C(C)C)N1C(CCCC1)=O (1-isobutyl-2-piperidone). Isolated yield 11.9%. As a reaction SMILES: [OH-].[K+].[NH:3]1[CH2:8][CH2:7][CH2:6][CH2:5][C:4]1=[O:9].I[CH2:11][CH:12]([CH3:14])[CH3:13]>[Br-].C([N+](CCCC)(CCCC)CCCC)CCC.C1(C)C=CC=CC=1>[CH2:11]([N:3]1[CH2:8][CH2:7][CH2:6][CH2:5][C:4]1=[O:9])[CH:12]([CH3:14])[CH3:13] |f:0.1,4.5|. Procedure: A suspension of 85% potassium hydroxide (36.6 g), and tetrabutylammonium bromide (9.1 g) in toluene (400 ml) was refluxed overnight in a Dean Stalk apparatus. Then, a solution of 2-piperidone (50.0 g) and iodoisobutane (120.7 g) in toluene (150 ml) was added dropwise at 115° C. to the solution above. After the dropwise addition, the mixture was refluxed further for 2.5 hours, and then cooled, and filtered to remove insoluble matter. The filtrate was washed with water, and the aqueous layer was e... Starting materials: N#Cc1cccnc1, Nc1ccc(F)cc1F, [H][H], [Rh]. Yields the product Fc1ccc(NCc2cccnc2)c(F)c1. RXN SMILES: [C:1](#[N:2])[c:3]1[cH:4][n:5][cH:6][cH:7][cH:8]1.[F:9][c:10]1[c:11]([NH2:12])[cH:13][cH:14][c:15]([F:17])[cH:16]1.[H:18][H:19].[Rh:20]>>[CH2:1]([NH:2][c:11]1[c:10]([F:9])[cH:16][c:15]([F:17])[cH:14][cH:13]1)[c:3]1[cH:4][n:5][cH:6][cH:7][cH:8]1. Reaction SMILES: [C:25](=[O:26])([O-:27])[O-:28].[CH3:18][c:19]1[cH:20][cH:21][cH:22][cH:23][cH:24]1.[CH3:31][S:32]([Cl:33])(=[O:34])=[O:35].[CH3:36][CH2:37][O:38][C:39](=[O:40])[CH3:41].[K+:29].[K+:30].[N+:1](=[O:2])([O-:3])[c:4]1[cH:5][c:6]([NH:10][CH2:11][c:12]2[cH:13][n:14][cH:15][cH:16][cH:17]2)[cH:7][cH:8][cH:9]1.[OH2:42]>>[N+:1](=[O:2])([O-:3])[c:4]1[cH:5][c:6]([N:10]([CH2:11][c:12]2[cH:13][n:14][cH:15][cH:16][cH:17]2)[S:32]([CH3:31])(=[O:34])=[O:35])[cH:7][cH:8][cH:9]1. Reactants: O=C([O-])[O-], Cc1ccccc1, CS(=O)(=O)Cl, CCOC(C)=O, [K+], [K+], O=[N+]([O-])c1cccc(NCc2cccnc2)c1, O. Yields the product CS(=O)(=O)N(Cc1cccnc1)c1cccc([N+](=O)[O-])c1. Starting materials: CN(C)C=O, ClCCCc1n[nH]c2ccccc12, N#C[Na]. Product: N#CCCCc1n[nH]c2ccccc12. RXN SMILES: [CH3:17][N:18]([CH3:19])[CH:20]=[O:21].[Cl:1][CH2:2][CH2:3][CH2:4][c:5]1[n:6][nH:7][c:8]2[cH:9][cH:10][cH:11][cH:12][c:13]12.[Na:14][C:15]#[N:16]>>[CH2:2]([CH2:3][CH2:4][c:5]1[n:6][nH:7][c:8]2[cH:9][cH:10][cH:11][cH:12][c:13]12)[C:15]#[N:16].